This data is from the Open Reaction Database (ORD), a public repository of structured organic reaction records. The task is: describe an organic reaction: reactants, conditions, products, and yield Starting materials: C1CCOC1, CN1CCN(c2ccc(N)cc2)CC1, CC(=O)c1ccc(C(=O)Nc2ccc(C(=O)c3ccc4c(c3)NC(=O)C4=CO)cc2)s1. The product is CC(=O)c1ccc(C(=O)Nc2ccc(C(=O)c3ccc4c(c3)NC(=O)C4=CNc3ccc(N4CCN(C)CC4)cc3)cc2)s1. RXN SMILES: [CH2:46]1[O:47][CH2:48][CH2:49][CH2:50]1.[CH3:32][N:33]1[CH2:34][CH2:35][N:36]([c:39]2[cH:40][cH:41][c:42]([NH2:45])[cH:43][cH:44]2)[CH2:37][CH2:38]1.[OH:1][CH:2]=[C:3]1[C:4](=[O:31])[NH:5][c:6]2[cH:7][c:8]([C:12](=[O:13])[c:14]3[cH:15][cH:16][c:17]([NH:20][C:21](=[O:22])[c:23]4[s:24][c:25]([C:28]([CH3:29])=[O:30])[cH:26][cH:27]4)[cH:18][cH:19]3)[cH:9][cH:10][c:11]21>>[CH:2](=[C:3]1[C:4](=[O:31])[NH:5][c:6]2[cH:7][c:8]([C:12](=[O:13])[c:14]3[cH:15][cH:16][c:17]([NH:20][C:21](=[O:22])[c:23]4[s:24][c:25]([C:28]([CH3:29])=[O:30])[cH:26][cH:27]4)[cH:18][cH:19]3)[cH:9][cH:10][c:11]21)[NH:45][c:42]1[cH:41][cH:40][c:39]([N:36]2[CH2:35][CH2:34][N:33]([CH3:32])[CH2:38][CH2:37]2)[cH:44][cH:43]1. Reactants: Cl[C@H]1[C@H](C\C=C/CCCC(=O)O)[C@H]([C@@H](C1)OC1OCCCC1)\C=C\[C@H](C(CC=C(C)C)(C)C)OC1OCCCC1 ((5Z,13E)-(8R,9R,11R,12R,15R)-9-chloro-11,15-bis(tetrahydropyran-2-yloxy)-16,16,19-trimethyl-5,13,18-prostatrienoic acid), mixture. The solvent is C(C)(=O)O.O.O1CCCC1 (acetic acid water tetrahydrofuran). The product is Cl[C@H]1[C@H](C\C=C/CCCC(=O)O)[C@H]([C@@H](C1)O)\C=C\[C@H](C(CC=C(C)C)(C)C)O ((5Z,13E)-(8R,9R,11R,12R,15R)-9-Chloro-11,15-dihydroxy-16,16,19-trimethyl-5,13,18-prostatrienoic Acid). Isolated yield 51.4%. As a reaction SMILES: [Cl:1][C@@H:2]1[CH2:15][C@@H:14]([O:16]C2CCCCO2)[C@H:13](/[CH:23]=[CH:24]/[C@@H:25]([O:34]C2CCCCO2)[C:26]([CH3:33])([CH3:32])[CH2:27][CH:28]=[C:29]([CH3:31])[CH3:30])[C@H:3]1[CH2:4]/[CH:5]=[CH:6]\[CH2:7][CH2:8][CH2:9][C:10]([OH:12])=[O:11]>C(O)(=O)C.O.O1CCCC1>[Cl:1][C@@H:2]1[CH2:15][C@@H:14]([OH:16])[C@H:13](/[CH:23]=[CH:24]/[C@@H:25]([OH:34])[C:26]([CH3:33])([CH3:32])[CH2:27][CH:28]=[C:29]([CH3:30])[CH3:31])[C@H:3]1[CH2:4]/[CH:5]=[CH:6]\[CH2:7][CH2:8][CH2:9][C:10]([OH:12])=[O:11] |f:1.2.3|. Procedure: 1.04 g of (5Z,13E)-(8R,9R,11R,12R,15R)-9-chloro-11,15-bis(tetrahydropyran-2-yloxy)-16,16,19-trimethyl-5,13,18-prostatrienoic acid was stirred under argon at room temperature for 19 hours with 21 ml of a mixture of acetic acid/water/tetrahydrofuran (65/35/10). The mixture was then evaporated under vacuum and the residue purified by column chromatography on silica gel with hexane/0-100% ethyl acetate as the eluent, thus obtaining 380 mg of the title compound. Starting materials: CCN=C=NCCCN(C)C, CN(C)C=O, CCOC(C)=O, Cc1nc(-n2cnn(CC3CC3)c2=O)sc1C(=O)O, CCN(C(C)C)C(C)C, Cl, NCc1ccncc1, On1nnc2ccccc21. Product: Cc1nc(-n2cnn(CC3CC3)c2=O)sc1C(=O)NCc1ccncc1. As a reaction SMILES: [CH3:21][N:22]([CH3:23])[CH2:24][CH2:25][CH2:26][N:27]=[C:28]=[N:29][CH2:30][CH3:31].[CH3:59][N:60]([CH3:61])[CH:62]=[O:63].[CH3:64][CH2:65][O:66][C:67](=[O:68])[CH3:69].[CH:1]1([CH2:4][n:5]2[n:6][cH:7][n:8](-[c:11]3[s:12][c:13]([C:17](=[O:18])[OH:19])[c:14]([CH3:16])[n:15]3)[c:9]2=[O:10])[CH2:2][CH2:3]1.[CH:32]([N:33]([CH2:34][CH3:35])[CH:36]([CH3:37])[CH3:38])([CH3:39])[CH3:40].[ClH:20].[NH2:51][CH2:52][c:53]1[cH:54][cH:55][n:56][cH:57][cH:58]1.[OH:41][n:42]1[c:43]2[cH:44][cH:45][cH:46][cH:47][c:48]2[n:49][n:50]1>>[CH:1]1([CH2:4][n:5]2[n:6][cH:7][n:8](-[c:11]3[s:12][c:13]([C:17](=[O:19])[NH:51][CH2:52][c:53]4[cH:54][cH:55][n:56][cH:57][cH:58]4)[c:14]([CH3:16])[n:15]3)[c:9]2=[O:10])[CH2:2][CH2:3]1. Procedure: To a degassed stirred solution of 2,8-dimethyl-5-(6-methyl-pyridin-2-ylethynyl)-2,3,4,5-tetrahydro-1H-pyrido[4,3-b]indole (100 mg, 0.317 mmol) in MeOH (5 mL) was added Pd/C (35 mg, 35% w/w) and purged the reaction mixture with H2 gas at RT for 2 h. The progress of reaction was monitored by TLC and NMR. Reaction mass was filtered through a Celite bed washed with MeOH (3×5 mL). Filtrate was concentrated under reduced pressure and residue was purified by reverse phase HPLC to yield 2,8-dimethyl-5-[... Yields the product CN1CC2=C(N(C=3C=CC(=CC23)C)CCC2=NC(=CC=C2)C)CC1 (2,8-dimethyl-5-[2-(6-methyl-pyridin-2-yl)-ethyl]-2,3,4,5-tetrahydro-1H-pyrido[4,3-b]indole). Reagents/catalysts: [Pd] (Pd/C). Solvent: CO (MeOH). As a reaction SMILES: [CH3:1][N:2]1[CH2:24][CH2:23][C:5]2[N:6]([C:14]#[C:15][C:16]3[CH:21]=[CH:20][CH:19]=[C:18]([CH3:22])[N:17]=3)[C:7]3[CH:8]=[CH:9][C:10]([CH3:13])=[CH:11][C:12]=3[C:4]=2[CH2:3]1>CO.[Pd]>[CH3:1][N:2]1[CH2:24][CH2:23][C:5]2[N:6]([CH2:14][CH2:15][C:16]3[CH:21]=[CH:20][CH:19]=[C:18]([CH3:22])[N:17]=3)[C:7]3[CH:8]=[CH:9][C:10]([CH3:13])=[CH:11][C:12]=3[C:4]=2[CH2:3]1. The reactants are CN1CC2=C(N(C=3C=CC(=CC23)C)C#CC2=NC(=CC=C2)C)CC1 (2,8-dimethyl-5-(6-methyl-pyridin-2-ylethynyl)-2,3,4,5-tetrahydro-1H-pyrido[4,3-b]indole). Yields the product COc1ccc(C2=NN(C3CCN(C(=O)c4ccncc4Cl)CC3)C(=O)C2(C)C)cc1OC. As a reaction SMILES: [CH3:1][O:2][c:3]1[cH:4][c:5]([C:11]2=[N:15][N:14]([CH:16]3[CH2:17][CH2:18][NH:19][CH2:20][CH2:21]3)[C:13](=[O:22])[C:12]2([CH3:23])[CH3:24])[cH:6][cH:7][c:8]1[O:9][CH3:10].[Cl:25][c:26]1[c:27]([C:28](=[O:29])[OH:30])[cH:31][cH:32][n:33][cH:34]1>>[CH3:1][O:2][c:3]1[cH:4][c:5]([C:11]2=[N:15][N:14]([CH:16]3[CH2:17][CH2:18][N:19]([C:28]([c:27]4[c:26]([Cl:25])[cH:34][n:33][cH:32][cH:31]4)=[O:29])[CH2:20][CH2:21]3)[C:13](=[O:22])[C:12]2([CH3:23])[CH3:24])[cH:6][cH:7][c:8]1[O:9][CH3:10]. Reactants: COc1ccc(C2=NN(C3CCNCC3)C(=O)C2(C)C)cc1OC, O=C(O)c1ccncc1Cl. Yields the product CC(=O)N1CCCC1C(=O)NCC(=O)N(C)c1ccc(Cl)c(COc2cccn3c(Br)c(C)nc23)c1Cl. As a reaction SMILES: [Br:3][c:4]1[c:5]([CH3:36])[n:6][c:7]2[n:8]1[cH:9][cH:10][cH:11][c:12]2[O:13][CH2:14][c:15]1[c:16]([Cl:35])[c:17]([N:22]([CH3:23])[C:24]([CH2:25][NH:26][C:27]([CH:28]2[NH:29][CH2:30][CH2:31][CH2:32]2)=[O:33])=[O:34])[cH:18][cH:19][c:20]1[Cl:21].[CH2:50]([Cl:51])[Cl:52].[CH3:37][C:38](=[O:39])[O:40][C:41](=[O:42])[CH3:43].[ClH:1].[ClH:2].[cH:44]1[cH:45][cH:46][n:47][cH:48][cH:49]1>>[Br:3][c:4]1[c:5]([CH3:36])[n:6][c:7]2[n:8]1[cH:9][cH:10][cH:11][c:12]2[O:13][CH2:14][c:15]1[c:16]([Cl:35])[c:17]([N:22]([CH3:23])[C:24]([CH2:25][NH:26][C:27]([CH:28]2[N:29]([C:38]([CH3:37])=[O:39])[CH2:30][CH2:31][CH2:32]2)=[O:33])=[O:34])[cH:18][cH:19][c:20]1[Cl:21]. Reactants: Cc1nc2c(OCc3c(Cl)ccc(N(C)C(=O)CNC(=O)C4CCCN4)c3Cl)cccn2c1Br, ClCCl, CC(=O)OC(C)=O, Cl, Cl, c1ccncc1. Product: OC(C#CC=1C=NC(=C(C(=O)OC)C1)C=1NC(C(N1)(C)C(C)C)=O)(C)C (5-(3-hydroxy-3-methyl-1-butynyl)-2-(4-isopropyl-4-methyl-5-oxo-2-imidazolin-2-yl)nicotinic acid, methyl ester). Starting materials: BrC=1C=NC(=C(C(=O)OC)C1)C=1NC(C(N1)(C)C(C)C)=O (5-bromo-2-(4-isopropyl-4-methyl-5-oxo-2-imidazolin-2-yl)nicotinic acid, methyl ester), OC(C#C)(C)C (3-hydroxy-3-methyl-1-butyne), bis(triphenylphosphine)palladium(II)-chloride, C1(=CC=CC=C1)P(C1=CC=CC=C1)C1=CC=CC=C1 (triphenylphosphine), cuprous iodide. Solvent: C(C)N(CC)CC (triethylamine). Reaction SMILES: Br[C:2]1[CH:3]=[N:4][C:5]([C:12]2[NH:13][C:14](=[O:21])[C:15]([CH:18]([CH3:20])[CH3:19])([CH3:17])[N:16]=2)=[C:6]([CH:11]=1)[C:7]([O:9][CH3:10])=[O:8].[OH:22][C:23]([CH3:27])([CH3:26])[C:24]#[CH:25].C1(P(C2C=CC=CC=2)C2C=CC=CC=2)C=CC=CC=1>C(N(CC)CC)C>[OH:22][C:23]([CH3:27])([CH3:26])[C:24]#[C:25][C:2]1[CH:3]=[N:4][C:5]([C:12]2[NH:13][C:14](=[O:21])[C:15]([CH:18]([CH3:20])[CH3:19])([CH3:17])[N:16]=2)=[C:6]([CH:11]=1)[C:7]([O:9][CH3:10])=[O:8]. Procedure details: A stirred mixture of 12.6 g of 5-bromo-2-(4-isopropyl-4-methyl-5-oxo-2-imidazolin-2-yl)nicotinic acid, methyl ester, 3.4 g of 3-hydroxy-3-methyl-1-butyne, 0.02 g of bis(triphenylphosphine)palladium(II)-chloride, 0.04 g of triphenylphosphine, and 0.02 g of cuprous iodide in 300 mL of dry triethylamine is heated at reflux for 72 hours. The reaction is then filtered hot through celite, and the filtering agent is washed with methylene chloride. The combined filtrates were concentrated in vacuo, and ... The reactants are O=C([O-])[O-], Oc1ccc(Cl)nc1, [Cu], O=Cc1ccccc1F, [K+], [K+], CN(C)C=O. The product is O=Cc1ccccc1Oc1ccc(Cl)nc1. As a reaction SMILES: [C:18](=[O:19])([O-:20])[O-:21].[Cl:1][c:2]1[cH:3][cH:4][c:5]([OH:8])[cH:6][n:7]1.[Cu:29].[F:9][c:10]1[c:11]([CH:12]=[O:13])[cH:14][cH:15][cH:16][cH:17]1.[K+:22].[K+:23].[O:24]=[CH:25][N:26]([CH3:27])[CH3:28]>>[Cl:1][c:2]1[cH:3][cH:4][c:5]([O:8][c:10]2[c:11]([CH:12]=[O:13])[cH:14][cH:15][cH:16][cH:17]2)[cH:6][n:7]1. The reactants are O (water), C(C)OC1=C(OS(=O)(=O)N=C=O)C=CC=C1 (2-ethoxyphenoxysulfonyl isocyanate), C(=O)=O (carbon dioxide). The solvent is ClC(Cl)(Cl)Cl (tetrachloromethane). Conditions: temperature 0 celsius. Product: S(N)(OC1=C(C=CC=C1)OCC)(=O)=O (2-ethoxyphenyl sulfamate). Yield: 93.3%. RXN SMILES: O.[CH2:2]([O:4][C:5]1[CH:17]=[CH:16][CH:15]=[CH:14][C:6]=1[O:7][S:8]([N:11]=C=O)(=[O:10])=[O:9])[CH3:3].C(=O)=O>ClC(Cl)(Cl)Cl>[S:8](=[O:9])(=[O:10])([O:7][C:6]1[CH:14]=[CH:15][CH:16]=[CH:17][C:5]=1[O:4][CH2:2][CH3:3])[NH2:11]. Procedure: 2.2 g of water are added dropwise at 30 C to 40° C. to a solution of 19.2 g of 2-ethoxyphenoxysulfonyl isocyanate in 150 ml of tetrachloromethane. The mixture is stirred at room temperature until the evolution of carbon dioxide has ceased and cooled to 0° C., the product is filtered off with suction, and the filter residue is washed with ice-cold tetrachloromethane. Drying in vacuo gives 16 g of 2-ethoxyphenyl sulfamate of melting point 62°-65° C. The reactants are COC(C1=CC(C(=O)N(CCC)C)=CC(=C1)C1(SCCS1)C=1OC=CC1)=O (5-(2-furan-2-yl-[1,3]dithiolan-2-yl)-N-methyl-N-propyl-isophthalamic acid methyl ester), F[B-](F)(F)F.N#[O+] (nitrosonium tetrafluoroborate), C1=CC=NC=C1.F (pyridinium poly(hydrogen fluoride)). Solvent: ClCCl (dichloromethane), ClCCl (dichloromethane), ClCCl (dichloromethane). Run at temperature 0 celsius, time 2 hour. Product: COC(C1=CC(C(=O)N(CCC)C)=CC(=C1)C(C=1OC=CC1)(F)F)=O (5-(Difluorofuran-2-yl-methyl)-N-methyl-N-propyl-isophthalamic acid methyl ester). Yield: 30.0%. RXN SMILES: [F:1][B-](F)(F)F.N#[O+].[CH3:8][O:9][C:10](=[O:34])[C:11]1[CH:23]=[C:22]([C:24]2([C:29]3[O:30][CH:31]=[CH:32][CH:33]=3)SCCS2)[CH:21]=[C:13]([C:14]([N:16]([CH3:20])[CH2:17][CH2:18][CH3:19])=[O:15])[CH:12]=1.C1C=CN=CC=1.[FH:41]>ClCCl>[CH3:8][O:9][C:10](=[O:34])[C:11]1[CH:23]=[C:22]([C:24]([F:1])([F:41])[C:29]2[O:30][CH:31]=[CH:32][CH:33]=2)[CH:21]=[C:13]([C:14]([N:16]([CH3:20])[CH2:17][CH2:18][CH3:19])=[O:15])[CH:12]=1 |f:0.1,3.4|. Procedure: Under nitrogen and in a plastic vessel, dissolve nitrosonium tetrafluoroborate (84.8 μg, 0.72 mmol) and pyridinium poly(hydrogen fluoride) (70% hydrogen fluoride, 30% pyridine, 300 μL) in dichloromethane (2 mL) and cool to 0° C. Add dropwise 5-(2-furan-2-yl-[1,3]dithiolan-2-yl)-N-methyl-N-propyl-isophthalamic acid methyl ester in dichloromethane (1.5 mL) to the mixture, warm up to room temperature and stir for 2 h. Dilute the mixture with dichloromethane (20 mL) and filter the organic liquid tho...